The task is: describe an organic reaction: reactants, conditions, products, and yield. This data is from the Open Reaction Database (ORD), a public repository of structured organic reaction records. The reactants are [OH-].[Na+] (NaOH), aqueous solution, ICI (diiodomethane), ClC1=CC=C(CC2CCC(C2=O)C(F)(F)F)C=C1 (5-(4-chlorobenzyl)-2-trifluoromethylcyclopentanone), ClC1=CC=C(CC2CCC(C2=O)C(F)(F)F)C=C1 (5-(4-chlorobenzyl)-2-trifluoromethylcyclopentanone), Cl (hydrochloric acid), ICCI (1,2-diiodoethane). The solvent is C1CCOC1 (THF), C1CCOC1 (THF), C1CCOC1 (THF), C1CCOC1 (THF). Conditions: time 2 hour. Product: ClC1=CC=C(CC2CCC(C23CO3)C(F)(F)F)C=C1 (7-(4-chlorobenzyl)-4-trifluoromethyl-1-oxaspiro[2.4]heptane). Reaction SMILES: I[CH2:2]CI.ICI.[Cl:8][C:9]1[CH:25]=[CH:24][C:12]([CH2:13][CH:14]2[C:18](=[O:19])[CH:17]([C:20]([F:23])([F:22])[F:21])[CH2:16][CH2:15]2)=[CH:11][CH:10]=1.[OH-].[Na+].Cl>C1COCC1>[Cl:8][C:9]1[CH:10]=[CH:11][C:12]([CH2:13][CH:14]2[C:18]3([O:19][CH2:2]3)[CH:17]([C:20]([F:21])([F:22])[F:23])[CH2:16][CH2:15]2)=[CH:24][CH:25]=1 |f:3.4|. Procedure: Under nitrogen flow, anhydrous THF (1 ml) was combined with Sm (705 mg, 4.7 mmol), and a solution of 1,2-diiodoethane (662 mg, 2.3 mmol) dissolved in anhydrous THF (2 ml) was added dropwise with stirring. The reaction solution was stirred for 30 minutes at room temperature. Thereafter, while cooling with ice, a solution of diiodomethane (723 mg, 2.7 mmol) and 5-(4-chlorobenzyl)-2-trifluoromethylcyclopentanone (Compound (V), (Ra)Xana=H, (Rb)Xbnb=CF3, Ym=4-Cl) (432 mg, 1.6 mmol) dissolved in anhyd...